Dataset: the Open Reaction Database (ORD), a public repository of structured organic reaction records. Task: describe an organic reaction: reactants, conditions, products, and yield Starting materials: [N+](=O)([O-])C1=CC=C(C=C1)\C=C/C=1N=C(SC1)NC(C)=O (N-{4-[(Z)-2-(4-nitrophenyl)vinyl]-1,3-thiazol-2-yl}acetamide), Cl.CNC (dimethylamine hydrochloride), C=O (paraformaldehyde). Reaction SMILES: [N+:1]([C:4]1[CH:9]=[CH:8][C:7](/[CH:10]=[CH:11]\[C:12]2[N:13]=[C:14]([NH:17][C:18](=[O:20])[CH3:19])[S:15][CH:16]=2)=[CH:6][CH:5]=1)([O-:3])=[O:2].Cl.[CH3:22][NH:23][CH3:24].[CH2:25]=O>C(O)(=O)C>[CH3:22][N:23]([CH2:25][C:16]1[S:15][C:14]([NH:17][C:18](=[O:20])[CH3:19])=[N:13][C:12]=1/[CH:11]=[CH:10]\[C:7]1[CH:8]=[CH:9][C:4]([N+:1]([O-:3])=[O:2])=[CH:5][CH:6]=1)[CH3:24] |f:1.2|. Reported procedure: To a solution of N-{4-[(Z)-2-(4-nitrophenyl)vinyl]-1,3-thiazol-2-yl}acetamide (500 mg) in acetic acid (3 ml) were added dimethylamine hydrochloride (169 mg) and paraformaldehyde (62.2 mg), and the mixture was stirred at 100° C. (bath temp.) for 2 hrs. The solvent was removed in vacuo, and the mixture was adjusted to pH=9 with saturated sodium hydrogen carbonate aqueous solution, extracted with ethyl acetate. The organic layer was washed with brine, dried over magnesium sulfate and evaporated. Th... The solvent is C(C)(=O)O (acetic acid). Reaction conditions: temperature 100 celsius, time 2 hour. The product is CN(C)CC1=C(N=C(S1)NC(C)=O)\C=C/C1=CC=C(C=C1)[N+](=O)[O-] (N-{5-[(dimethylamino)methyl]-4-[(Z)-2-(4-nitrophenyl)vinyl]-1,3-thiazol-2-yl}acetamide). Reactants: O=C1C2=C(SC3=C(C1)C=CC=C3)C=C(C=C2)C(=O)O (10,11-dihydro-11-oxodibenzo[b,f]thiepin-3-carboxylic acid), B (borane), C(C)(=O)OCC (ethyl actate). Run in O1CCCC1 (tetrahydrofuran), O (water), O1CCCC1 (tetrahydrofuran). Reaction conditions: time 3 hour. Yields the product OCC=1C=CC2=C(SC3=C(CC2=O)C=CC=C3)C1 (3-Hydroxymethyl-10,11-dihydro-11-oxodibenzo[b,f]thiepin). RXN SMILES: [O:1]=[C:2]1[CH2:8][C:7]2[CH:9]=[CH:10][CH:11]=[CH:12][C:6]=2[S:5][C:4]2[CH:13]=[C:14]([C:17](O)=[O:18])[CH:15]=[CH:16][C:3]1=2.B.C(OCC)(=O)C>O1CCCC1.O>[OH:18][CH2:17][C:14]1[CH:15]=[CH:16][C:3]2[C:2](=[O:1])[CH2:8][C:7]3[CH:9]=[CH:10][CH:11]=[CH:12][C:6]=3[S:5][C:4]=2[CH:13]=1. Procedure details: Dissolve 5.1 gm. of 10,11-dihydro-11-oxodibenzo[b,f]thiepin-3-carboxylic acid in 100 cc. of tetrahydrofuran and add 35 cc. of 1M borane in tetrahydrofuran at room temperature under a nitrogen atmosphere. Stir the mixture at room temperature for 3 hours. Slowly dilute the reaction mixture with water and then with ethyl actate. Wash with aqueous sodium chloride, dry and evaporate to an oil. The reactants are C(=O)[C@H]1CN(C[C@@H]1C1=CC=CC=C1)[C@@H](C(=O)OCC1=CC=CC=C1)C(C)C (2-(R)-(3-(R)Formyl-4-(S)-phenylpyrrolidin-1-yl)-3-methylbutanoic-acid, benzyl ester), OC1(CCNCC1)CCCC=1C=NC2=CC=CC=C2C1 (4-hydroxy-4-(3-(quinolin-3-yl)propyl)piperidine), OC1(CCNCC1)CCCC=1C=NC2=CC=CC=C2C1 (4-Hydroxy-4-(3-(quinolin-3-yl)propyl)piperidine). Product: OC1(CCN(CC1)C[C@H]1CN(C[C@@H]1C1=CC=CC=C1)[C@@H](C(=O)OCC1=CC=CC=C1)C(C)C)CCCC=1C=NC2=CC=CC=C2C1 (2-(R)-(3-(S)-((4-Hydroxy-4-(3-(quinolin-3-yl)prop-1-yl)piperidin-1-yl)methyl)-4-(S)-phenylpyrrolidin-1-yl)-3-methylbutanoic acid, benzyl ester). The yield is 78.3%. Reaction SMILES: [CH:1]([C@@H:3]1[C@@H:7]([C:8]2[CH:13]=[CH:12][CH:11]=[CH:10][CH:9]=2)[CH2:6][N:5]([C@H:14]([CH:25]([CH3:27])[CH3:26])[C:15]([O:17][CH2:18][C:19]2[CH:24]=[CH:23][CH:22]=[CH:21][CH:20]=2)=[O:16])[CH2:4]1)=O.[OH:28][C:29]1([CH2:35][CH2:36][CH2:37][C:38]2[CH:39]=[N:40][C:41]3[C:46]([CH:47]=2)=[CH:45][CH:44]=[CH:43][CH:42]=3)[CH2:34][CH2:33][NH:32][CH2:31][CH2:30]1>>[OH:28][C:29]1([CH2:35][CH2:36][CH2:37][C:38]2[CH:39]=[N:40][C:41]3[C:46]([CH:47]=2)=[CH:45][CH:44]=[CH:43][CH:42]=3)[CH2:34][CH2:33][N:32]([CH2:1][C@@H:3]2[C@@H:7]([C:8]3[CH:13]=[CH:12][CH:11]=[CH:10][CH:9]=3)[CH2:6][N:5]([C@H:14]([CH:25]([CH3:27])[CH3:26])[C:15]([O:17][CH2:18][C:19]3[CH:24]=[CH:23][CH:22]=[CH:21][CH:20]=3)=[O:16])[CH2:4]2)[CH2:31][CH2:30]1. Procedure: The title compound was prepared from 24 mg (0.067 mmol) of 2-(R)-(3-(R)-formyl-4-(S)-phenylpyrrolidin-1-yl)-3-methylbutanoic acid, benzyl ester (from EXAMPLE 5, Step D) and 22.5 mg (0.073 mmol) of 4-hydroxy-4-(3-(quinolin-3-yl)propyl)piperidine.HCl from EXAMPLE 6, Step A using a procedure analogous to that described in EXAMPLE 1, Step J to provide 32.5 mg (75%) of the title compound: RF: 0.21 (19:1 v/v CH2Cl2/MeOH); 1H NMR (300 MHz) δ 0.88 (d, J=6.7,33H), 1.01 (d, J=6.7, 3H), 1.42-3.22 (m, 24H),... Starting materials: N (NH3), C(C1=CC=CC=C1)OC(=O)N1CC(CCC1)CNC1=NC(=NC=C1C(=O)O)Cl (4-((1-(benzyloxycarbonyl)piperidin-3-yl)methylamino)-2-chloropyrimidine-5-carboxylic acid), C1=CC=C2C(=C1)N=NN2O.O (HOBt monohydrate), C(CCl)Cl (EDC). Solvent: CCOC(=O)C (EtOAc), O (Water), CN(C)C=O (DMF). Run at time 1 hour. Yields the product N1(N=NC2=C1C=CC=C2)OC2=NC=C(C(=N2)NCC2CN(CCC2)C(=O)OCC2=CC=CC=C2)C(N)=O (benzyl 3-((2-(1H-benzo[d][1,2,3]triazol-1-yloxy)-5-carbamoylpyrimidin-4-ylamino)methyl)piperidine-1-carboxylate). The yield is 84.2%. Reaction SMILES: [CH2:1]([O:8][C:9]([N:11]1[CH2:16][CH2:15][CH2:14][CH:13]([CH2:17][NH:18][C:19]2[C:24]([C:25](O)=[O:26])=[CH:23][N:22]=[C:21](Cl)[N:20]=2)[CH2:12]1)=[O:10])[C:2]1[CH:7]=[CH:6][CH:5]=[CH:4][CH:3]=1.[CH:29]1[CH:34]=[C:33]2[N:35]=[N:36][N:37]([OH:38])[C:32]2=[CH:31][CH:30]=1.O.C(Cl)CCl.[NH3:44]>CN(C=O)C.CCOC(C)=O.O>[N:37]1([O:38][C:21]2[N:20]=[C:19]([NH:18][CH2:17][CH:13]3[CH2:14][CH2:15][CH2:16][N:11]([C:9]([O:8][CH2:1][C:2]4[CH:7]=[CH:6][CH:5]=[CH:4][CH:3]=4)=[O:10])[CH2:12]3)[C:24]([C:25](=[O:26])[NH2:44])=[CH:23][N:22]=2)[C:32]2[CH:31]=[CH:30][CH:29]=[CH:34][C:33]=2[N:35]=[N:36]1 |f:1.2|. Reported procedure: To a solution of 4-((1-(benzyloxycarbonyl)piperidin-3-yl)methylamino)-2-chloropyrimidine-5-carboxylic acid (745 mg, 1.84 mmol) and HOBt monohydrate (422 mg, 2.76 mmol) in DMF (10 mL), EDC (529 mg, 2.76 mmol) was added. After 1 h of stirring, NH3 (0.5 M in dioxane, 11.0 mL, 5.50 mmol) was added. The mixture was stirred at room temperature for 18 h. Water and EtOAc were added. The organic phase was separated, washed with 5% NaHCO3, dried over Na2SO4, concentrated in vacuo to give benzyl 3-((2-(1H-... As a reaction SMILES: [N:1]1([CH2:7][c:8]2[cH:9][c:10]([O:14][CH2:15][CH:16]=[CH:17][CH2:18][NH:19][C:20]([CH2:21][CH2:22][CH2:23][Cl:24])=[O:25])[n:11][cH:12][cH:13]2)[CH2:2][CH2:3][CH2:4][CH2:5][CH2:6]1.[SH:26][c:27]1[o:28][c:29]([CH3:32])[n:30][n:31]1>>[N:1]1([CH2:7][c:8]2[cH:9][c:10]([O:14][CH2:15][CH:16]=[CH:17][CH2:18][NH:19][C:20]([CH2:21][CH2:22][CH2:23][S:26][c:27]3[o:28][c:29]([CH3:32])[n:30][n:31]3)=[O:25])[n:11][cH:12][cH:13]2)[CH2:2][CH2:3][CH2:4][CH2:5][CH2:6]1. Starting materials: O=C(CCCCl)NCC=CCOc1cc(CN2CCCCC2)ccn1, Cc1nnc(S)o1. The product is Cc1nnc(SCCCC(=O)NCC=CCOc2cc(CN3CCCCC3)ccn2)o1. The reactants are C1CCOC1, CC(C)O, CCOC(=O)CCc1cn(CC)c2c(-c3noc(-c4ccc(OC(C)C)c(Cl)c4)n3)cccc12, Cl, [Na+], [OH-], O. Yields the product CCn1cc(CCC(=O)O)c2cccc(-c3noc(-c4ccc(OC(C)C)c(Cl)c4)n3)c21. Reaction SMILES: [CH2:38]1[O:39][CH2:40][CH2:41][CH2:42]1.[CH:43]([OH:44])([CH3:45])[CH3:46].[Cl:3][c:4]1[cH:5][c:6](-[c:14]2[n:15][c:16](-[c:19]3[cH:20][cH:21][cH:22][c:23]4[c:24]([CH2:30][CH2:31][C:32](=[O:33])[O:34][CH2:35][CH3:36])[cH:25][n:26]([CH2:28][CH3:29])[c:27]34)[n:17][o:18]2)[cH:7][cH:8][c:9]1[O:10][CH:11]([CH3:12])[CH3:13].[ClH:37].[Na+:2].[OH-:1].[OH2:47]>>[Cl:3][c:4]1[cH:5][c:6](-[c:14]2[n:15][c:16](-[c:19]3[cH:20][cH:21][cH:22][c:23]4[c:24]([CH2:30][CH2:31][C:32](=[O:33])[OH:34])[cH:25][n:26]([CH2:28][CH3:29])[c:27]34)[n:17][o:18]2)[cH:7][cH:8][c:9]1[O:10][CH:11]([CH3:12])[CH3:13]. Reactants: COC(COC1=C2C(=C(C(=NC2=C(C=C1)F)CC)CC1=CC=C(C=C1)S(=O)(=O)N1CCOCC1)OC(F)F)=O ({4-difluoromethoxy-2-ethyl-8-fluoro-3-[4-(morpholine-4-sulfonyl)benzyl]quinolin-5-yloxy}acetic acid methyl ester), [OH-].[Li+] (lithium hydroxide). The solvent is O1CCCC1 (tetrahydrofuran). Reaction conditions: time 2 hour. Yields the product FC(OC1=C(C(=NC2=C(C=CC(=C12)OCC(=O)O)F)CC)CC1=CC=C(C=C1)S(=O)(=O)N1CCOCC1)F ({4-difluoromethoxy-2-ethyl-8-fluoro-3-[4-(morpholine-4-sulfonyl)benzyl]quinolin-5-yloxy}acetic Acid). As a reaction SMILES: C[O:2][C:3](=[O:39])[CH2:4][O:5][C:6]1[CH:15]=[CH:14][C:13]([F:16])=[C:12]2[C:7]=1[C:8]([O:35][CH:36]([F:38])[F:37])=[C:9]([CH2:19][C:20]1[CH:25]=[CH:24][C:23]([S:26]([N:29]3[CH2:34][CH2:33][O:32][CH2:31][CH2:30]3)(=[O:28])=[O:27])=[CH:22][CH:21]=1)[C:10]([CH2:17][CH3:18])=[N:11]2.[OH-].[Li+]>O1CCCC1>[F:38][CH:36]([F:37])[O:35][C:8]1[C:7]2[C:12](=[C:13]([F:16])[CH:14]=[CH:15][C:6]=2[O:5][CH2:4][C:3]([OH:39])=[O:2])[N:11]=[C:10]([CH2:17][CH3:18])[C:9]=1[CH2:19][C:20]1[CH:21]=[CH:22][C:23]([S:26]([N:29]2[CH2:30][CH2:31][O:32][CH2:33][CH2:34]2)(=[O:27])=[O:28])=[CH:24][CH:25]=1 |f:1.2|. Reported procedure: A mixture of {4-difluoromethoxy-2-ethyl-8-fluoro-3-[4-(morpholine-4-sulfonyl)benzyl]quinolin-5-yloxy}acetic acid methyl ester (0.16 g), tetrahydrofuran (5.0 mL) and 1.0 M aqueous lithium hydroxide solution (0.32 mL) was stirred at room temperature for 2 hour. The solvent was removed under reduced pressure and the residue was diluted with water. The pH of mixture was adjusted to 4 by the addition of sodium dihydrogenphosphate and extracted with ethyl acetate. The combined extracts were washed wit...